Task: describe an organic reaction: reactants, conditions, products, and yield. Dataset: the Open Reaction Database (ORD), a public repository of structured organic reaction records Starting materials: C(C)(C)(C)OC(NC1(COC(OC1)(C)C)CCC1=CC(=C(C=C1)OCCCCCC)C(F)(F)F)=O ({2,2-dimethyl-5-[2-(4-hexyloxy-3-trifluoromethylphenyl)ethyl]-1,3-dioxan-5-yl}carbamic Acid t-butyl Ester), Cl (hydrochloric acid). The solvent is C(C)O (ethanol). Reported procedure: Compound 11-1 (620 mg) was dissolved in ethanol (15 ml), concentrated hydrochloric acid (2.5 ml) was added, and the mixture was stirred at 80° C. for 3 hr. The reaction mixture was concentrated, and the residue was washed with diethyl ether to give the object product (465 mg) as a white powder. Run at temperature 80 celsius, time 3 hour. The product is Cl.NC(CO)(CO)CCC1=CC(=C(C=C1)OCCCCCC)C(F)(F)F (2-amino-2-[2-(4-hexyloxy-3-trifluoromethylphenyl)ethyl]propane-1,3-diol Hydrochloride). RXN SMILES: C(OC(=O)[NH:7][C:8]1([CH2:16][CH2:17][C:18]2[CH:23]=[CH:22][C:21]([O:24][CH2:25][CH2:26][CH2:27][CH2:28][CH2:29][CH3:30])=[C:20]([C:31]([F:34])([F:33])[F:32])[CH:19]=2)[CH2:13][O:12]C(C)(C)[O:10][CH2:9]1)(C)(C)C.[ClH:36]>C(O)C>[ClH:36].[NH2:7][C:8]([CH2:16][CH2:17][C:18]1[CH:23]=[CH:22][C:21]([O:24][CH2:25][CH2:26][CH2:27][CH2:28][CH2:29][CH3:30])=[C:20]([C:31]([F:32])([F:33])[F:34])[CH:19]=1)([CH2:9][OH:10])[CH2:13][OH:12] |f:3.4|. Starting materials: C(CCCCCCC)OC=1C=C(C(=CC1)C1=CC=CC=C1)C(=O)O (4-octyloxybiphenylcarboxylic acid), S(=O)(Cl)Cl (thionyl chloride). Product: C(CCCCCCC)OC=1C=C(C(=CC1)C1=CC=CC=C1)C(=O)Cl (4-octyloxybiphenylcarboxylic acid chloride). As a reaction SMILES: [CH2:1]([O:9][C:10]1[CH:11]=[C:12]([C:22]([OH:24])=O)[C:13]([C:16]2[CH:21]=[CH:20][CH:19]=[CH:18][CH:17]=2)=[CH:14][CH:15]=1)[CH2:2][CH2:3][CH2:4][CH2:5][CH2:6][CH2:7][CH3:8].S(Cl)([Cl:27])=O>>[CH2:1]([O:9][C:10]1[CH:11]=[C:12]([C:22]([Cl:27])=[O:24])[C:13]([C:16]2[CH:21]=[CH:20][CH:19]=[CH:18][CH:17]=2)=[CH:14][CH:15]=1)[CH2:2][CH2:3][CH2:4][CH2:5][CH2:6][CH2:7][CH3:8]. Procedure: 40 ml of thionyl chloride was added to 5.0 g of 4-octyloxybiphenylcarboxylic acid and the mixture was refluxed under heat for 3 hours. Excess of thionyl chloride was distilled off to obtain 4-octyloxybiphenylcarboxylic acid chloride, which was then added to a solution of 5.0 g of hydroquinone in 50 ml of pyridine. After 2 hours of reaction, the mixture was refluxed under heat for 10 hours, charged into ice water, and extracted with benzene. The extract was purified with a silica gel column chrom...